Dataset: the Open Reaction Database (ORD), a public repository of structured organic reaction records. Task: describe an organic reaction: reactants, conditions, products, and yield Yield: 87.0%. Starting materials: OC1=NC(=CC=C1)Cl (2-hydroxy-6-chloropyridine), C([O-])([O-])=O.[K+].[K+] (potassium carbonate), BrCC(C(C)(C)C)=O (1-bromo-3,3-dimethyl-2-butanone). Reaction SMILES: [OH:1][C:2]1[CH:7]=[CH:6][CH:5]=[C:4]([Cl:8])[N:3]=1.C(=O)([O-])[O-].[K+].[K+].Br[CH2:16][C:17](=[O:22])[C:18]([CH3:21])([CH3:20])[CH3:19]>C(#N)C>[Cl:8][C:4]1[N:3]=[C:2]([O:1][CH2:16][C:17](=[O:22])[C:18]([CH3:21])([CH3:20])[CH3:19])[CH:7]=[CH:6][CH:5]=1 |f:1.2.3|. Reaction conditions: time 1.5 hour. Procedure details: To a stirred mixture of 400 g (3.09 moles) of 2-hydroxy-6-chloropyridine and 450 g (3.26 moles) potassium carbonate in 3000 ml acetonitrile was added 551 g (3.08 moles) 1-bromo-3,3-dimethyl-2-butanone. The reaction mixture was stirred at 45°-50° C. for 1.5 hours and then filtered. The solids were washed several times with acetonitrile, the filtrate dried (MgSO4) and the solvent evaporated. Crystallization of the residue from pentane gave 610 g (87% yield) of 1-(6-chloro-2-pyridinyloxy)-3,3-dimet... Yields the product ClC1=CC=CC(=N1)OCC(C(C)(C)C)=O (1-(6-chloro-2-pyridinyloxy)-3,3-dimethyl-2-butanone). Run in C(C)#N (acetonitrile).